Task: describe an organic reaction: reactants, conditions, products, and yield. Dataset: the Open Reaction Database (ORD), a public repository of structured organic reaction records Reactants: CC(=O)OC(C)=O, CCC(O)c1c(C(C)C)nn2ccccc12. The product is CC=Cc1c(C(C)C)nn2ccccc12. Reaction SMILES: [CH3:17][C:18]([O:19][C:20](=[O:21])[CH3:22])=[O:23].[CH:1]([CH3:2])([CH3:3])[c:4]1[n:5][n:6]2[c:7]([cH:8][cH:9][cH:10][cH:11]2)[c:12]1[CH:13]([CH2:14][CH3:15])[OH:16]>>[CH:1]([CH3:2])([CH3:3])[c:4]1[n:5][n:6]2[c:7]([cH:8][cH:9][cH:10][cH:11]2)[c:12]1[CH:13]=[CH:14][CH3:15]. As a reaction SMILES: [CH3:36][OH:37].[ClH:35].[F:3][c:4]1[c:5]([C:6](=[O:7])[O:8][CH3:9])[cH:10][cH:11][c:12](-[c:14]2[n:15][o:16][c:17](-[c:19]3[cH:20][c:21]([CH2:32][O:33][CH3:34])[c:22]([N:25]4[CH:26]([CH3:31])[CH2:27][CH2:28][CH2:29][CH2:30]4)[cH:23][cH:24]3)[n:18]2)[cH:13]1.[Na+:2].[OH-:1].[OH2:38]>>[F:3][c:4]1[c:5]([C:6](=[O:7])[OH:8])[cH:10][cH:11][c:12](-[c:14]2[n:15][o:16][c:17](-[c:19]3[cH:20][c:21]([CH2:32][O:33][CH3:34])[c:22]([N:25]4[CH:26]([CH3:31])[CH2:27][CH2:28][CH2:29][CH2:30]4)[cH:23][cH:24]3)[n:18]2)[cH:13]1. Product: COCc1cc(-c2nc(-c3ccc(C(=O)O)c(F)c3)no2)ccc1N1CCCCC1C. Reactants: CO, Cl, COCc1cc(-c2nc(-c3ccc(C(=O)OC)c(F)c3)no2)ccc1N1CCCCC1C, [Na+], [OH-], O. Starting materials: CC(C)(C)OC(=O)NC1CCC(C(=O)NC2CC2)CC1, C1COCCO1, Cl. Product: Cl, NC1CCC(C(=O)NC2CC2)CC1. RXN SMILES: [C:1]([O:2][C:3](=[O:4])[NH:7][CH:8]1[CH2:9][CH2:10][CH:11]([C:14]([NH:15][CH:16]2[CH2:17][CH2:18]2)=[O:19])[CH2:12][CH2:13]1)([CH3:5])([CH3:6])[CH3:20].[CH2:22]1[O:23][CH2:24][CH2:25][O:26][CH2:27]1.[ClH:21]>>[ClH:21].[NH2:7][CH:8]1[CH2:9][CH2:10][CH:11]([C:14]([NH:15][CH:16]2[CH2:17][CH2:18]2)=[O:19])[CH2:12][CH2:13]1. Reactants: O (water), C1=CC=C2C(=C1)C(=O)N(C2=O)CC(=O)O (N-Phthaloylglycine), C1(CC1)C(N)=NO (cyclopropanecarboxamidoxime), C(=O)(N1C=NC=C1)N1C=NC=C1 (1,1′-Carbonyldiimidazole). Solvent: CN(C)C=O (DMF). Reaction conditions: temperature 80 celsius, time 15 minute. Product: C1(CC1)C1=NOC(=N1)CN1C(C=2C(C1=O)=CC=CC2)=O (N-[(3-Cyclopropyl-1,2,4-oxadiazol-5-yl)methyl]phthalimide). RXN SMILES: [CH:1]1[CH:6]=[C:5]2[C:7]([N:9]([CH2:12][C:13]([OH:15])=O)[C:10](=[O:11])[C:4]2=[CH:3][CH:2]=1)=[O:8].C(N1C=CN=C1)(N1C=CN=C1)=O.[CH:28]1([C:31](=[N:33]O)[NH2:32])[CH2:30][CH2:29]1.O>CN(C=O)C>[CH:28]1([C:31]2[N:33]=[C:13]([CH2:12][N:9]3[C:7](=[O:8])[C:5]4=[CH:6][CH:1]=[CH:2][CH:3]=[C:4]4[C:10]3=[O:11])[O:15][N:32]=2)[CH2:30][CH2:29]1. Procedure details: N-Phthaloylglycine (90.7 g, 442 mmol) was dissolved in portions (because of clumping) in DMF (500 mL). 1,1′-Carbonyldiimidazole (78.9 g, 486 mmrol) was added in portions (attention CO evolution). The resulting suspension was heated at 80° C. for 20 min. and then cooled to rt, then cyclopropanecarboxamidoxime 1 added and then heated at 110° C. for 2 h. The solution was cooled to rt, then poured into water (4 L), stirred for 15 min, filtered, washed with water (400 mL) and (fried. Yield: 104 g (87... Starting materials: Brc1ccccc1NC1CCNCC1, CCN=C=NCCCN(C)C, CCN(C(C)C)C(C)C, Cl, Cl, Cl, CN(C)C=O, O, On1nnc2ccccc21, O=C(O)CNC(=O)c1ccc(Nc2ccccc2)cc1. The product is O=C(NCC(=O)N1CCC(Nc2ccccc2Br)CC1)c1ccc(Nc2ccccc2)cc1. Reaction SMILES: [Br:54][c:55]1[c:56]([NH:61][CH:62]2[CH2:63][CH2:64][NH:65][CH2:66][CH2:67]2)[cH:57][cH:58][cH:59][cH:60]1.[CH3:40][CH2:41][N:42]=[C:43]=[N:44][CH2:45][CH2:46][CH2:47][N:48]([CH3:49])[CH3:50].[CH:21]([N:22]([CH2:23][CH3:24])[CH:25]([CH3:26])[CH3:27])([CH3:28])[CH3:29].[ClH:51].[ClH:52].[ClH:53].[O:68]=[CH:69][N:70]([CH3:71])[CH3:72].[OH2:73].[OH:30][n:31]1[c:32]2[c:33]([cH:34][cH:35][cH:36][cH:37]2)[n:38][n:39]1.[c:1]1([NH:7][c:8]2[cH:9][cH:10][c:11]([C:12](=[O:13])[NH:14][CH2:15][C:16](=[O:17])[OH:18])[cH:19][cH:20]2)[cH:2][cH:3][cH:4][cH:5][cH:6]1>>[c:1]1([NH:7][c:8]2[cH:9][cH:10][c:11]([C:12](=[O:13])[NH:14][CH2:15][C:16](=[O:18])[N:65]3[CH2:64][CH2:63][CH:62]([NH:61][c:56]4[c:55]([Br:54])[cH:60][cH:59][cH:58][cH:57]4)[CH2:67][CH2:66]3)[cH:19][cH:20]2)[cH:2][cH:3][cH:4][cH:5][cH:6]1. The reactants are C(OCC)(OCC)=O (Diethyl carbonate), C(C)O (Ethanol), [Na] (sodium), COC=1C=C(C=CC1OC)CC#N (3,4-Dimethoxy phenylacetonitrile). Solvent: C(C)(=O)OCC.CCCCCC (ethyl acetate hexane), C1(=CC=CC=C1)C (toluene). Run at temperature 85 celsius. The product is C(C)OC(C(C1=CC(=C(C=C1)OC)OC)C#N)=O (cyano-(3,4-dimethoxy-phenyl)-acetic acid ethyl ester). Isolated yield 440.1%. As a reaction SMILES: C(O)C.[Na].[CH3:5][O:6][C:7]1[CH:8]=[C:9]([CH2:15][C:16]#[N:17])[CH:10]=[CH:11][C:12]=1[O:13][CH3:14].[C:18](=O)([O:22]CC)[O:19][CH2:20][CH3:21]>C1(C)C=CC=CC=1.C(OCC)(=O)C.CCCCCC>[CH2:20]([O:19][C:18](=[O:22])[CH:15]([C:16]#[N:17])[C:9]1[CH:10]=[CH:11][C:12]([O:13][CH3:14])=[C:7]([O:6][CH3:5])[CH:8]=1)[CH3:21] |f:5.6,^1:3|. Reported procedure: Ethanol (13 mL, 225) was added to a suspension of sodium (3.6 g, 157 mmol) in toluene (125 mL) with stirring at 85° C. The reaction mixture turned to a slightly turbid white mixture. 3,4-Dimethoxy phenylacetonitrile (26.6 g, 150 mmol) was added to the reaction mixture at one time and the mixture was stirred at 85° C. for 30 minutes. Diethyl carbonate (20 mL, 16.5 mmol) was added to the mixture. The mixture was heated at 110° C. for 5 hrs. The solvent was evaporated and ice (250 g) was added. The... The reactants are C(C)(=O)NC1=CC=C(OC=2N=C3NC(NC3=CC2)NC(OC)=O)C=C1 (methyl (5-(4-acetoamidophenoxy)-3,4-diazaindolin-2-yl)carbamate), Cl (HCl). Run in O (water). Run at time 1 hour. Yields the product NC1=CC=C(OC=2N=C3NC(NC3=CC2)NC(OC)=O)C=C1 (Methyl (5-(4-aminophenoxy)-3,4-diazaindolin-2-yl)carbamate). Isolated yield 37.2%. RXN SMILES: C([NH:4][C:5]1[CH:25]=[CH:24][C:8]([O:9][C:10]2[N:11]=[C:12]3[C:16](=[CH:17][CH:18]=2)[NH:15][CH:14]([NH:19][C:20](=[O:23])[O:21][CH3:22])[NH:13]3)=[CH:7][CH:6]=1)(=O)C.Cl>O>[NH2:4][C:5]1[CH:25]=[CH:24][C:8]([O:9][C:10]2[N:11]=[C:12]3[C:16](=[CH:17][CH:18]=2)[NH:15][CH:14]([NH:19][C:20](=[O:23])[O:21][CH3:22])[NH:13]3)=[CH:7][CH:6]=1. Reported procedure: To the MeOH solution, 1,3-bis(methoxycarbonyl)-2-methyl-2-thiopseudourea (1.73 g, 8.4 mmol) was added and stirred at 75° C. After 8 days, AcOH (15 mL) was added and stirred at 80° C. overnight. Additional 1,3-bis(methoxycarbonyl)-2-methyl-2-thiopseudourea (1.73 g, 8.4 mmol) was added then stirred at 80° C. overnight. After cooling, the mixture was poured into NaHCO3 (aq). Formed precipitate was collected by filtration, washed with ethyl acetate then dried under reduced pressure to give methyl (5... Reactants: O(C1=CC=CC=C1)CCC(C(=O)OCC)C(=O)OCC (Diethyl 2-phenoxyethylmalonate), [OH-].[Na+] (sodium hydroxide). Solvent: C(C)O (ethanol), O (water), O (water). Yields the product O(C1=CC=CC=C1)CCC(C(=O)O)C(=O)O (2-Phenoxyethylmalonic acid). The yield is 63.8%. RXN SMILES: [O:1]([CH2:8][CH2:9][CH:10]([C:16]([O:18]CC)=[O:17])[C:11]([O:13]CC)=[O:12])[C:2]1[CH:7]=[CH:6][CH:5]=[CH:4][CH:3]=1.[OH-].[Na+]>C(O)C.O>[O:1]([CH2:8][CH2:9][CH:10]([C:16]([OH:18])=[O:17])[C:11]([OH:13])=[O:12])[C:2]1[CH:3]=[CH:4][CH:5]=[CH:6][CH:7]=1 |f:1.2|. Procedure details: Diethyl 2-phenoxyethylmalonate (1 g) was treated with sodium hydroxide (285 mg, 2 eq) in ethanol (10 ml) and water (5 ml). After 16 h the solution was diluted with water (10 ml), washed with diethyl ether (3×20 ml), acidified to pH 2 (5M hydrochloric acid) and extracted with ethyl acetate (2×20 ml). The combined extracts were washed with water (3×20 ml), saturated brine (20 ml), dried (MgSO4) and evaporated to yield the title compound (510 mg, 64%). νmax (KBr) 2915 (br), 1730 and 1243 cm-1. δH [... Starting materials: CC(C)(C)OC(=O)NN, [BH3-]C#N, CO, CC(=O)O, [Na+], O=C1CCN(C(=O)OCc2ccccc2)CC1. The product is CC(C)(C)OC(=O)NNC1CCN(C(=O)OCc2ccccc2)CC1. Reaction SMILES: [C:18]([CH3:19])([CH3:20])([CH3:21])[O:22][C:23]([NH:24][NH2:25])=[O:26].[C:27]([BH3-:28])#[N:29].[CH3:31][OH:32].[CH3:33][C:34](=[O:35])[OH:36].[Na+:30].[O:1]=[C:2]1[CH2:3][CH2:4][N:5]([C:8](=[O:9])[O:10][CH2:11][c:12]2[cH:13][cH:14][cH:15][cH:16][cH:17]2)[CH2:6][CH2:7]1>>[CH:2]1([NH:25][NH:24][C:23]([O:22][C:18]([CH3:19])([CH3:20])[CH3:21])=[O:26])[CH2:3][CH2:4][N:5]([C:8](=[O:9])[O:10][CH2:11][c:12]2[cH:13][cH:14][cH:15][cH:16][cH:17]2)[CH2:6][CH2:7]1. Starting materials: O (Water), SCCO (2-mercaptoethanol), C(C1=CC=CC=C1)(=O)OCCI (2-iodoethyl benzoate), C(C)N(C(C)C)C(C)C (ethyldiisopropylamine). Run in CN(C=O)C (N,N-dimethylformamide). The product is C(C1=CC=CC=C1)(=O)OCCSCCO (2-[(2-hydroxyethyl)thio]ethyl benzoate). RXN SMILES: [SH:1][CH2:2][CH2:3][OH:4].[C:5]([O:13][CH2:14][CH2:15]I)(=[O:12])[C:6]1[CH:11]=[CH:10][CH:9]=[CH:8][CH:7]=1.C(N(C(C)C)C(C)C)C.O>CN(C)C=O>[C:5]([O:13][CH2:14][CH2:15][S:1][CH2:2][CH2:3][OH:4])(=[O:12])[C:6]1[CH:11]=[CH:10][CH:9]=[CH:8][CH:7]=1. Procedure details: A solution of 2-mercaptoethanol (1.52 mL), 2-iodoethyl benzoate (6.00 g) and ethyldiisopropylamine (4.53 mL) in N,N-dimethylformamide (60 mL) was stirred at 40° C. for 3 days. Water was added to the reaction system and the mixture was extracted with ethyl acetate. The organic layer washed with saturated brine, dried over magnesium sulfate and concentrated under reduced pressure. The residue was separated and purified by silica gel column chromatography (eluent, hexane:ethyl acetate=4:1→3:7) to g...